Dataset: the Open Reaction Database (ORD), a public repository of structured organic reaction records. Task: describe an organic reaction: reactants, conditions, products, and yield Starting materials: [H-].[Al+3].[Li+].[H-].[H-].[H-] (lithium aluminum hydride), COC(=O)C1=NC=CC=C1C(=O)OC (2,3-dimethoxycarbonylpyridine), O (water). The solvent is C(C)OCC (ethylether), C(C)OCC (ethylether). Reaction conditions: temperature 20 celsius, time 3 hour. Yields the product OCC1=NC=CC=C1CO (2,3-dihydroxymethylpyridine). Isolated yield 75.0%. RXN SMILES: C[O:2][C:3]([C:5]1[C:10]([C:11](OC)=[O:12])=[CH:9][CH:8]=[CH:7][N:6]=1)=O.[H-].[Al+3].[Li+].[H-].[H-].[H-].O>C(OCC)C>[OH:2][CH2:3][C:5]1[C:10]([CH2:11][OH:12])=[CH:9][CH:8]=[CH:7][N:6]=1 |f:1.2.3.4.5.6|. Procedure: A solution prepared by dissolving 29.5 g, of 2,3-dimethoxycarbonylpyridine in 200 ml of ethylether was added dropwise to a solution prepared by suspending 10 g of lithium aluminum hydride in 300 ml of dried ethylether at 0° C. This mixed solution was stirred at 20° C. for 3 hours and 30 ml of water was slowly added thereto at 0° C. The resulting solution was stirred for 5 hours at the room temperature and solid was filtered through celite. The filtrate was evaporated under reduced pressure and t... Reactants: CC(C)(COC1CCCCO1)c1cc(NC(=O)C(C)(C)S(=O)(=O)C2CCOCC2)on1, CCO, ClCCl. Product: CC(C)(CO)c1cc(NC(=O)C(C)(C)S(=O)(=O)C2CCOCC2)on1. RXN SMILES: [CH3:1][C:2]([CH2:3][O:4][CH:5]1[CH2:6][CH2:7][CH2:8][CH2:9][O:10]1)([CH3:11])[c:12]1[n:13][o:14][c:15]([NH:17][C:18]([C:19]([CH3:20])([S:21](=[O:22])(=[O:23])[CH:24]2[CH2:25][CH2:26][O:27][CH2:28][CH2:29]2)[CH3:30])=[O:31])[cH:16]1.[CH3:35][CH2:36][OH:37].[Cl:32][CH2:33][Cl:34]>>[CH3:1][C:2]([CH2:3][OH:4])([CH3:11])[c:12]1[n:13][o:14][c:15]([NH:17][C:18]([C:19]([CH3:20])([S:21](=[O:22])(=[O:23])[CH:24]2[CH2:25][CH2:26][O:27][CH2:28][CH2:29]2)[CH3:30])=[O:31])[cH:16]1. Reactants: OCCCCCO, C=CCCl, [H-], [H][H], [Na+], O. Yields the product OCCCCCOC=CCCl. Reaction SMILES: [CH2:1]([CH2:2][CH2:3][CH2:4][CH2:5][OH:6])[OH:7].[Cl:12][CH2:13][CH:14]=[CH2:15].[H-:8].[H:10][H:11].[Na+:9].[OH2:16]>>[CH2:1]([CH2:2][CH2:3][CH2:4][CH2:5][O:6][CH:15]=[CH:14][CH2:13][Cl:12])[OH:7]. The reactants are resultant mixture, CN1CCC(CC1)CCCO (3-(1-methyl-piperidin-4-yl)-propan-1-ol), PL-TPP resin, C(=O)(OC(C)(C)C)NC(=NC(=O)OC(C)(C)C)NC(=O)OC(C)(C)C (N,N′,N″-tri-Boc-guanidine), CCOC(=O)/N=N/C(=O)OCC (DEAD). Run in C1CCOC1 (THF). Reaction conditions: time 4 hour. Yields the product CN1CCC(CC1)CCCN(C(=NC(=O)OC(C)(C)C)NC(=O)OC(C)(C)C)C(=O)OC(C)(C)C (N-[3-(1-methylpiperidin-4-yl)-propyl]-N,N′,N″-tri-Boc-guanidine). As a reaction SMILES: [CH3:1][N:2]1[CH2:7][CH2:6][CH:5]([CH2:8][CH2:9][CH2:10]O)[CH2:4][CH2:3]1.[C:12]([NH:19][C:20]([NH:29][C:30]([O:32][C:33]([CH3:36])([CH3:35])[CH3:34])=[O:31])=[N:21][C:22]([O:24][C:25]([CH3:28])([CH3:27])[CH3:26])=[O:23])([O:14][C:15]([CH3:18])([CH3:17])[CH3:16])=[O:13].CCOC(/N=N/C(OCC)=O)=O>C1COCC1>[CH3:1][N:2]1[CH2:3][CH2:4][CH:5]([CH2:8][CH2:9][CH2:10][N:21]([C:22]([O:24][C:25]([CH3:28])([CH3:27])[CH3:26])=[O:23])[C:20]([NH:29][C:30]([O:32][C:33]([CH3:35])([CH3:34])[CH3:36])=[O:31])=[N:19][C:12]([O:14][C:15]([CH3:18])([CH3:17])[CH3:16])=[O:13])[CH2:6][CH2:7]1. Procedure details: To a 100 mL, 3-neck, round bottom flask were added 3-(1-methyl-piperidin-4-yl)-propan-1-ol (1.91 g, 0.012 mol), Polymer Labs (Varian) PL-TPP resin (9.83 g, 0.014 mol), N,N′,N″-tri-Boc-guanidine (4.36 g, 0.012 mol) and THF (anhydrous, 100 mL). The resultant mixture was stirred and cooled to 2° C., at which time DEAD (2.53 g, 0.014 mol) was added drop wise over 10 min. Upon completion of addition, the flask was warmed to room temperature, aged for 4 h and filtered to remove the resin bound oxide. ... Reactants: CCOC(C)=O, CO, [H][H], O=[N+]([O-])c1ccccc1Nc1ncccn1, O. The product is Nc1ccccc1Nc1ncccn1. Reaction SMILES: [CH3:20][CH2:21][O:22][C:23]([CH3:24])=[O:25].[CH3:26][OH:27].[H:18][H:19].[N+:1]([O-:2])(=[O:3])[c:4]1[c:5]([NH:10][c:11]2[n:12][cH:13][cH:14][cH:15][n:16]2)[cH:6][cH:7][cH:8][cH:9]1.[OH2:17]>>[NH2:1][c:4]1[c:5]([NH:10][c:11]2[n:12][cH:13][cH:14][cH:15][n:16]2)[cH:6][cH:7][cH:8][cH:9]1. Starting materials: [Li]CCCC, C[Si](C)(Cl)Cl, Cc1ccccc1, [Li]C1C(C(C)C)=Cc2c(-c3ccc(C(C)(C)C)cc3)cccc21, C1CCOC1. Product: CC(C)C1=Cc2c(-c3ccc(C(C)(C)C)cc3)cccc2C1[Si](C)(C)Cl. RXN SMILES: [CH2:34]([Li:35])[CH2:36][CH2:37][CH3:38].[CH3:1][Si:2]([Cl:3])([Cl:4])[CH3:5].[CH3:39][c:40]1[cH:41][cH:42][cH:43][cH:44][cH:45]1.[CH:6]([CH3:7])([CH3:8])[C:9]1=[CH:17][c:16]2[c:11]([cH:12][cH:13][cH:14][c:15]2-[c:18]2[cH:19][cH:20][c:21]([C:24]([CH3:25])([CH3:26])[CH3:27])[cH:22][cH:23]2)[CH:10]1[Li:28].[O:29]1[CH2:30][CH2:31][CH2:32][CH2:33]1>>[CH3:1][Si:2]([Cl:3])([CH3:5])[CH:10]1[C:9]([CH:6]([CH3:7])[CH3:8])=[CH:17][c:16]2[c:11]1[cH:12][cH:13][cH:14][c:15]2-[c:18]1[cH:19][cH:20][c:21]([C:24]([CH3:25])([CH3:26])[CH3:27])[cH:22][cH:23]1.